This data is from the Open Reaction Database (ORD), a public repository of structured organic reaction records. The task is: describe an organic reaction: reactants, conditions, products, and yield Procedure: Boiling a solution of 12.5 g of 3-nitrobenzylideneacetoacetic acid methyl ester and 9.2 g of 3-pyrrolidino-3-aminoacrylic acid ethyl ester in 100 ml of ethanol for 2 hours yields 2-pyrrolidino-6-methyl-4-(3-nitrophenyl)-4,5-dihydropyridine-3,5-dicarboxylic acid 3-ethyl ester-5-methyl ester of melting point 103°C (isopropanol/ether). Yield: 74% of theory. Reactants: COC(CC(=O)C=CC1=CC(=CC=C1)[N+](=O)[O-])=O (3-nitrobenzylideneacetoacetic acid methyl ester), C(C)(C)O.CCOCC (isopropanol ether), C(C)OC(C=C(N)N1CCCC1)=O (3-pyrrolidino-3-aminoacrylic acid ethyl ester). Solvent: C(C)O (ethanol). Product: COC(=O)C1C(C(=C(N=C1C)N1CCCC1)C(=O)OCC)C1=CC(=CC=C1)[N+](=O)[O-] (2-pyrrolidino-6-methyl-4-(3-nitrophenyl)-4,5-dihydropyridine-3,5-dicarboxylic acid 3-ethyl ester-5-methyl ester). As a reaction SMILES: COC(=O)C[C:5]([CH:7]=[CH:8][C:9]1[CH:14]=[CH:13][CH:12]=[C:11]([N+:15]([O-:17])=[O:16])[CH:10]=1)=[O:6].[CH2:19]([O:21][C:22](=[O:31])[CH:23]=[C:24]([N:26]1[CH2:30][CH2:29][CH2:28][CH2:27]1)[NH2:25])[CH3:20].[CH:32]([OH:35])(C)C.[CH3:36][CH2:37]OCC>C(O)C>[CH3:32][O:35][C:5]([CH:7]1[C:36]([CH3:37])=[N:25][C:24]([N:26]2[CH2:30][CH2:29][CH2:28][CH2:27]2)=[C:23]([C:22]([O:21][CH2:19][CH3:20])=[O:31])[CH:8]1[C:9]1[CH:14]=[CH:13][CH:12]=[C:11]([N+:15]([O-:17])=[O:16])[CH:10]=1)=[O:6] |f:2.3|. Yield: 74.0%. Yields the product Oc1nccc(-c2c(-c3ccc(F)cc3)nc3cnccn23)n1. The reactants are CS(C)=O, CCN(C(C)C)C(C)C, Cl, Cl, CS(=O)(=O)c1nccc(-c2c(-c3ccc(F)cc3)nc3cnccn23)n1, NC1CN2CCC1CC2. As a reaction SMILES: [CH3:47][S:48](=[O:49])[CH3:50].[CH:38]([N:39]([CH2:40][CH3:41])[CH:42]([CH3:43])[CH3:44])([CH3:45])[CH3:46].[ClH:27].[ClH:28].[F:1][c:2]1[cH:3][cH:4][c:5](-[c:8]2[n:9][c:10]3[n:11]([cH:12][cH:13][n:14][cH:15]3)[c:16]2-[c:17]2[n:18][c:19]([S:23]([CH3:24])(=[O:25])=[O:26])[n:20][cH:21][cH:22]2)[cH:6][cH:7]1.[NH2:29][CH:30]1[CH:31]2[CH2:32][CH2:33][N:34]([CH2:35][CH2:36]2)[CH2:37]1>>[F:1][c:2]1[cH:3][cH:4][c:5](-[c:8]2[n:9][c:10]3[n:11]([cH:12][cH:13][n:14][cH:15]3)[c:16]2-[c:17]2[n:18][c:19]([OH:49])[n:20][cH:21][cH:22]2)[cH:6][cH:7]1. The reactants are TEA, C(#C)C1=CN=C(N1)[C@H]1N([C@@H]2C[C@@H]2C1)C(=O)OC(C)(C)C ((1R,3S,5R)-tert-butyl 3-(5-ethynyl-1H-imidazol-2-yl)-2-azabicyclo[3.1.0]hexane-2-carboxylate), C(#C)C1=CN=C(N1)[C@H]1N([C@@H]2C[C@@H]2C1)C(=O)OC(C)(C)C ((1R,3S,5R)-tert-butyl 3-(5-ethynyl-1H-imidazol-2-yl)-2-azabicyclo[3.1.0]hexane-2-carboxylate), BrC=1C=C2C=CC(=CC2=CC1)C1=CN=C(N1)[C@H]1N([C@@H]2C[C@@H]2C1)C([C@H](C(C)C)NC(OC)=O)=O (methyl (S)-1-((1R,3S,5R)-3-(5-(6-bromonaphthalen-2-yl)-1H-imidazol-2-yl)-2-azabicyclo[3.1.0]hexan-2-yl)-3-methyl-1-oxobutan-2-ylcarbamate), TEA. Reagents/catalysts: C=1C=CC(=CC1)[P](C=2C=CC=CC2)(C=3C=CC=CC3)[Pd]([P](C=4C=CC=CC4)(C=5C=CC=CC5)C=6C=CC=CC6)([P](C=7C=CC=CC7)(C=8C=CC=CC8)C=9C=CC=CC9)[P](C=1C=CC=CC1)(C=1C=CC=CC1)C=1C=CC=CC1 (Pd(PPh3)4), [Cu]I (CuI), [Cu]I (CuI). Solvent: CN(C)C=O (DMF). Run at temperature 60 celsius, time 24 hour. Product: COC(=O)N[C@H](C(=O)N1[C@@H]2C[C@@H]2C[C@H]1C=1NC=C(N1)C=1C=C2C=CC(=CC2=CC1)C#CC=1N=C(NC1)[C@H]1N([C@@H]2C[C@@H]2C1)C(=O)OC(C)(C)C)C(C)C ((1R,3S,5R)-tert-butyl 3-(4-((6-(2-((1R,3S,5R)-2-((S)-2-(methoxycarbonylamino)-3-methylbutanoyl)-2-azabicyclo[3.1.0]hexan-3-yl)-1H-imidazol-4-yl)naphthalen-2-yl)ethynyl)-1H-imidazol-2-yl)-2-azabicyclo[3.1.0]hexane-2-carboxylate). Isolated yield 80.2%. Reaction SMILES: [C:1]([C:3]1[NH:7][C:6]([C@@H:8]2[CH2:13][C@@H:12]3[C@@H:10]([CH2:11]3)[N:9]2[C:14]([O:16][C:17]([CH3:20])([CH3:19])[CH3:18])=[O:15])=[N:5][CH:4]=1)#[CH:2].Br[C:22]1[CH:23]=[C:24]2[C:29](=[CH:30][CH:31]=1)[CH:28]=[C:27]([C:32]1[NH:36][C:35]([C@@H:37]3[CH2:42][C@@H:41]4[C@@H:39]([CH2:40]4)[N:38]3[C:43](=[O:53])[C@@H:44]([NH:48][C:49](=[O:52])[O:50][CH3:51])[CH:45]([CH3:47])[CH3:46])=[N:34][CH:33]=1)[CH:26]=[CH:25]2>CN(C=O)C.[Cu]I.C1C=CC([P]([Pd]([P](C2C=CC=CC=2)(C2C=CC=CC=2)C2C=CC=CC=2)([P](C2C=CC=CC=2)(C2C=CC=CC=2)C2C=CC=CC=2)[P](C2C=CC=CC=2)(C2C=CC=CC=2)C2C=CC=CC=2)(C2C=CC=CC=2)C2C=CC=CC=2)=CC=1>[CH3:51][O:50][C:49]([NH:48][C@@H:44]([CH:45]([CH3:47])[CH3:46])[C:43]([N:38]1[C@H:37]([C:35]2[NH:34][CH:33]=[C:32]([C:27]3[CH:28]=[C:29]4[C:24](=[CH:25][CH:26]=3)[CH:23]=[C:22]([C:2]#[C:1][C:3]3[N:7]=[C:6]([C@@H:8]5[CH2:13][C@@H:12]6[C@@H:10]([CH2:11]6)[N:9]5[C:14]([O:16][C:17]([CH3:20])([CH3:19])[CH3:18])=[O:15])[NH:5][CH:4]=3)[CH:31]=[CH:30]4)[N:36]=2)[CH2:42][C@@H:41]2[C@H:39]1[CH2:40]2)=[O:53])=[O:52] |^1:64,66,85,104|. Procedure details: Nitrogen was bubbled through a mixture of (1R,3S,5R)-tert-butyl 3-(5-ethynyl-1H-imidazol-2-yl)-2-azabicyclo[3.1.0]hexane-2-carboxylate (Intermediate 122) (118 mg, 0.432 mmol), methyl (S)-1-((1R,3S,5R)-3-(5-(6-bromonaphthalen-2-yl)-1H-imidazol-2-yl)-2-azabicyclo[3.1.0]hexan-2-yl)-3-methyl-1-oxobutan-2-ylcarbamate (170 mg, 0.332 mmol) and CuI (3.17 mg, 0.017 mmol) in DMF (4 mL) and TEA (0.14 mL, 0.10 mmol) for 15 min. Then Pd(PPh3)4 (19.2 mg, 0.017 mmol) was added and the reaction vessel was seale...